This data is from the Open Reaction Database (ORD), a public repository of structured organic reaction records. The task is: describe an organic reaction: reactants, conditions, products, and yield The reactants are COC=1C=C(C=CC1)C1N(C(CC1C(=O)OC)=O)C1=CC=CC=C1 (methyl 2-(3-methoxyphenyl)-5-oxo-1-phenylpyrrolidin-3-carboxylate), [BH4-].[Na+] (sodium borohydride). Solvent: CO (methanol). The product is OCC1CC(N(C1C1=CC(=CC=C1)OC)C1=CC=CC=C1)=O (4-Hydroxymethyl-5-(3-methoxyphenyl)-1-phenylpyrrolidin-2-one). RXN SMILES: [CH3:1][O:2][C:3]1[CH:4]=[C:5]([CH:9]2[CH:13]([C:14](OC)=[O:15])[CH2:12][C:11](=[O:18])[N:10]2[C:19]2[CH:24]=[CH:23][CH:22]=[CH:21][CH:20]=2)[CH:6]=[CH:7][CH:8]=1.[BH4-].[Na+]>CO>[OH:15][CH2:14][CH:13]1[CH:9]([C:5]2[CH:6]=[CH:7][CH:8]=[C:3]([O:2][CH3:1])[CH:4]=2)[N:10]([C:19]2[CH:24]=[CH:23][CH:22]=[CH:21][CH:20]=2)[C:11](=[O:18])[CH2:12]1 |f:1.2|. Procedure details: To 26.7 gm. of methyl 2-(3-methoxyphenyl)-5-oxo-1-phenylpyrrolidin-3-carboxylate in 200 ml of absolute methanol was added slowly at 0°-10°24.8 gm. of sodium borohydride. The reaction was run and worked up following the procedure of example 1D. Drying (Na2SO4), filtration, and concentration in vacuo provided 17.2 gm. of colorless crystals, m.p. 123°-126°. The reactants are FC(C1=CC=C(C=C1)C1CC(CN(C1)C(=O)OC1=CC=C(C=C1)[N+](=O)[O-])C(=O)OC)(F)F (3-Methyl 1-(4-nitrophenyl) 5-[4-(trifluoromethyl)phenyl]piperidine-1,3-dicarboxylate), O1CCOC12CCNCC2 (8-aza-1,4-dioxa-spiro[4.5]decane), C([O-])([O-])=O.[K+].[K+] (potassium carbonate). Yields the product O1CCOC12CCN(CC2)C(=O)N2CC(CC(C2)C2=CC=C(C=C2)C(F)(F)F)C(=O)OC (Methyl 1-(1,4-dioxa-8-azaspiro[4.5]dec-8-ylcarbonyl)-5-[4-(trifluoromethyl)phenyl]piperidine-3-carboxylate). As a reaction SMILES: [F:1][C:2]([F:32])([F:31])[C:3]1[CH:8]=[CH:7][C:6]([CH:9]2[CH2:14][N:13]([C:15](OC3C=CC([N+]([O-])=O)=CC=3)=[O:16])[CH2:12][CH:11]([C:27]([O:29][CH3:30])=[O:28])[CH2:10]2)=[CH:5][CH:4]=1.[O:33]1[C:37]2([CH2:42][CH2:41][NH:40][CH2:39][CH2:38]2)[O:36][CH2:35][CH2:34]1.C(=O)([O-])[O-].[K+].[K+]>>[O:33]1[C:37]2([CH2:42][CH2:41][N:40]([C:15]([N:13]3[CH2:14][CH:9]([C:6]4[CH:5]=[CH:4][C:3]([C:2]([F:1])([F:31])[F:32])=[CH:8][CH:7]=4)[CH2:10][CH:11]([C:27]([O:29][CH3:30])=[O:28])[CH2:12]3)=[O:16])[CH2:39][CH2:38]2)[O:36][CH2:35][CH2:34]1 |f:2.3.4|. Procedure details: 6.00 g (13.3 mmol) of the compound from Example 58A, 4.75 g (33.2 mmol) of 8-aza-1,4-dioxa-spiro[4.5]decane and 1.83 g (13.3 mmol) of potassium carbonate were reacted according to General Method 8A. Yield: 5.15 g (81% of theory)